This data is from the Open Reaction Database (ORD), a public repository of structured organic reaction records. The task is: describe an organic reaction: reactants, conditions, products, and yield Procedure: from 2-(4-chlorophenyl)-ethanesulphonyl chloride and ethyl 2-[4-(2-aminoethyl)-phenoxy]-2-methylpropionate; colorless oil; yield 77% of theory, and from this, by hydrolysis: RXN SMILES: [Cl:1][C:2]1[CH:7]=[CH:6][C:5]([CH2:8][CH2:9][S:10](Cl)(=[O:12])=[O:11])=[CH:4][CH:3]=1.[NH2:14][CH2:15][CH2:16][C:17]1[CH:31]=[CH:30][C:20]([O:21][C:22]([CH3:29])([CH3:28])[C:23]([O:25][CH2:26][CH3:27])=[O:24])=[CH:19][CH:18]=1>>[Cl:1][C:2]1[CH:7]=[CH:6][C:5]([CH2:8][CH2:9][S:10]([NH:14][CH2:15][CH2:16][C:17]2[CH:18]=[CH:19][C:20]([O:21][C:22]([CH3:28])([CH3:29])[C:23]([O:25][CH2:26][CH3:27])=[O:24])=[CH:30][CH:31]=2)(=[O:12])=[O:11])=[CH:4][CH:3]=1. Reactants: ClC1=CC=C(C=C1)CCS(=O)(=O)Cl (2-(4-chlorophenyl)-ethanesulphonyl chloride), NCCC1=CC=C(OC(C(=O)OCC)(C)C)C=C1 (ethyl 2-[4-(2-aminoethyl)-phenoxy]-2-methylpropionate). The yield is 77.0%. Yields the product ClC1=CC=C(C=C1)CCS(=O)(=O)NCCC1=CC=C(OC(C(=O)OCC)(C)C)C=C1 (ethyl 2-{4-{2-[2-(4-chlorophenyl)-ethanesulphonylamino]-ethyl}-phenoxy}-2-methylpropionate).